This data is from the Open Reaction Database (ORD), a public repository of structured organic reaction records. The task is: describe an organic reaction: reactants, conditions, products, and yield Starting materials: S(=O)(Cl)Cl (thionyl chloride), CN[C@@H](CCCNC(N)=N)C(=O)O (N-methylarginine), CO (methanol), S(=O)(Cl)Cl (thionyl chloride). Reaction conditions: temperature 40 celsius. The product is Cl.Cl.COC([C@@H](NC)CCCNC(N)=N)=O (N-Methyl-L-arginine methyl ester dihydrochloride). As a reaction SMILES: S(Cl)([Cl:3])=O.[CH3:5][NH:6][C@H:7]([C:15]([OH:17])=[O:16])[CH2:8][CH2:9][CH2:10][NH:11][C:12](=[NH:14])[NH2:13].[CH3:18]O>>[ClH:3].[ClH:3].[CH3:18][O:16][C:15](=[O:17])[C@H:7]([CH2:8][CH2:9][CH2:10][NH:11][C:12](=[NH:13])[NH2:14])[NH:6][CH3:5] |f:3.4.5|. Reported procedure: 6.4 ml of thionyl chloride are added dropwise to a suspension of 15.06 g of N-methylarginine in 50 ml of absolute methanol at -10° C. The mixture is then allowed to come to room temperature, while stirring. Since starting material is still present after a reaction time of 17 hours, a further 9.6 ml of thionyl chloride are added in portions, the mixture is heated at 40° C. for 4 hours, the insoluble material is filtered off with suction and the filtrate is concentrated. The oily residue is dissol... The reactants are BrCCBr, CN(C)C=O, [Cl-], Cl, COC(=O)Cc1ccc(-c2ccccc2)c(F)c1, [H-], [NH4+], [Na+], C1COCCO1, C1CCOC1. Yields the product COC(=O)C1(c2ccc(-c3ccccc3)c(F)c2)CC1. Reaction SMILES: [Br:21][CH2:22][CH2:23][Br:24].[CH3:39][N:40]([CH3:41])[CH:42]=[O:43].[Cl-:32].[ClH:31].[F:1][c:2]1[c:3](-[c:13]2[cH:14][cH:15][cH:16][cH:17][cH:18]2)[cH:4][cH:5][c:6]([CH2:8][C:9](=[O:10])[O:11][CH3:12])[cH:7]1.[H-:19].[NH4+:33].[Na+:20].[O:25]1[CH2:26][CH2:27][O:28][CH2:29][CH2:30]1.[O:34]1[CH2:35][CH2:36][CH2:37][CH2:38]1>>[F:1][c:2]1[c:3](-[c:13]2[cH:14][cH:15][cH:16][cH:17][cH:18]2)[cH:4][cH:5][c:6]([C:8]2([C:9](=[O:10])[O:11][CH3:12])[CH2:22][CH2:23]2)[cH:7]1. The reactants are CCCC[Sn](CCCC)(CCCC)c1cnc(NC(=O)OC(C)(C)C)s1, Cc1ccccc1, COc1ccc(CN2Cc3c(F)c(NC4CCCCC4NC(=O)OC(C)(C)C)nc(Cl)c3C2=O)c(OC)c1, c1ccc(P(c2ccccc2)(c2ccccc2)[Pd](P(c2ccccc2)(c2ccccc2)c2ccccc2)(P(c2ccccc2)(c2ccccc2)c2ccccc2)P(c2ccccc2)(c2ccccc2)c2ccccc2)cc1. Yields the product COc1ccc(CN2Cc3c(F)c(NC4CCCCC4NC(=O)OC(C)(C)C)nc(-c4cnc(NC(=O)OC(C)(C)C)s4)c3C2=O)c(OC)c1. Reaction SMILES: [CH2:39]([Sn:40]([CH2:41][CH2:42][CH2:43][CH3:57])([c:44]1[cH:45][n:46][c:47]([NH:49][C:50]([O:51][C:52]([CH3:53])([CH3:54])[CH3:55])=[O:56])[s:48]1)[CH2:58][CH2:59][CH2:60][CH3:61])[CH2:62][CH2:63][CH3:64].[CH3:65][c:66]1[cH:67][cH:68][cH:69][cH:70][cH:71]1.[Cl:1][c:2]1[n:3][c:4]([NH:24][CH:25]2[CH:26]([NH:31][C:32]([O:33][C:34]([CH3:35])([CH3:36])[CH3:37])=[O:38])[CH2:27][CH2:28][CH2:29][CH2:30]2)[c:5]([F:23])[c:6]2[c:7]1[C:8](=[O:22])[N:9]([CH2:11][c:12]1[c:13]([O:20][CH3:21])[cH:14][c:15]([O:18][CH3:19])[cH:16][cH:17]1)[CH2:10]2.[cH:72]1[cH:73][cH:74][c:75]([P:76]([Pd:77]([P:78]([c:79]2[cH:80][cH:81][cH:82][cH:83][cH:84]2)([c:85]2[cH:86][cH:87][cH:88][cH:89][cH:90]2)[c:91]2[cH:92][cH:93][cH:94][cH:95][cH:96]2)([P:97]([c:98]2[cH:99][cH:100][cH:101][cH:102][cH:103]2)([c:104]2[cH:105][cH:106][cH:107][cH:108][cH:109]2)[c:110]2[cH:111][cH:112][cH:113][cH:114][cH:115]2)[P:116]([c:117]2[cH:118][cH:119][cH:120][cH:121][cH:122]2)([c:123]2[cH:124][cH:125][cH:126][cH:127][cH:128]2)[c:129]2[cH:130][cH:131][cH:132][cH:133][cH:134]2)([c:135]2[cH:136][cH:137][cH:138][cH:139][cH:140]2)[c:141]2[cH:142][cH:143][cH:144][cH:145][cH:146]2)[cH:147][cH:148]1>>[c:2]1(-[c:44]2[cH:45][n:46][c:47]([NH:49][C:50]([O:51][C:52]([CH3:53])([CH3:54])[CH3:55])=[O:56])[s:48]2)[n:3][c:4]([NH:24][CH:25]2[CH:26]([NH:31][C:32]([O:33][C:34]([CH3:35])([CH3:36])[CH3:37])=[O:38])[CH2:27][CH2:28][CH2:29][CH2:30]2)[c:5]([F:23])[c:6]2[c:7]1[C:8](=[O:22])[N:9]([CH2:11][c:12]1[c:13]([O:20][CH3:21])[cH:14][c:15]([O:18][CH3:19])[cH:16][cH:17]1)[CH2:10]2.